Dataset: the Open Reaction Database (ORD), a public repository of structured organic reaction records. Task: describe an organic reaction: reactants, conditions, products, and yield Reactants: NC=1C=C(C=CC1)C=1NC(=NN1)C=1C(=NC=C(N1)Br)N (3-[5-(3-aminophenyl)-4H-1,2,4-triazol-3-yl]-5-bromo-pyrazin-2-amine), C(C)S(=O)(=O)N1CCNCC1 (1-ethanesulfonyl piperazine), CCOC(=O)C (EtOAc). The solvent is O (H2O). The product is NC=1C=C(C=CC1)C=1NC(=NN1)C=1C(=NC=C(N1)N1CCN(CC1)S(=O)(=O)CC)N (3-(5-(3-aminophenyl)-4H-1,2,4-triazol-3-yl)-5-(4-(ethylsulfonyl)piperazin-1-yl)pyrazin-2-amine). Isolated yield 8.4%. As a reaction SMILES: [NH2:1][C:2]1[CH:3]=[C:4]([C:8]2[NH:9][C:10]([C:13]3[C:14]([NH2:20])=[N:15][CH:16]=[C:17](Br)[N:18]=3)=[N:11][N:12]=2)[CH:5]=[CH:6][CH:7]=1.[CH2:21]([S:23]([N:26]1[CH2:31][CH2:30][NH:29][CH2:28][CH2:27]1)(=[O:25])=[O:24])[CH3:22].CCOC(C)=O>O>[NH2:1][C:2]1[CH:3]=[C:4]([C:8]2[NH:9][C:10]([C:13]3[C:14]([NH2:20])=[N:15][CH:16]=[C:17]([N:29]4[CH2:28][CH2:27][N:26]([S:23]([CH2:21][CH3:22])(=[O:24])=[O:25])[CH2:31][CH2:30]4)[N:18]=3)=[N:11][N:12]=2)[CH:5]=[CH:6][CH:7]=1. Procedure details: 3-[5-(3-aminophenyl)-4H-1,2,4-triazol-3-yl]-5-bromo-pyrazin-2-amine (220 mg, 0.6623 mmol) was heated in neat 1-ethanesulfonyl piperazine (590.4 mg, 3.312 mmol) in the microwave at 190° C. for 2 hours. The reaction was treated with EtOAc and H2O, the two layers separated and the organics dried and concentrated to give a yellow oil which was purified by reverse phase preparative HPLC [Waters Sunfire C18, 10 uM, 100A column, gradient 10%-95% B (solvent A: 0.05% TFA in water, solvent B: CH3CN) over ... Reactants: [OH-].[Na+] (sodium hydroxide), C(=O)(O)C=1C=C(C=CC1)C1=CC=C(C=C1)CN1C(=NC(=C1CO)Cl)CCCC (1-[(3'-carboxybiphenyl-4-yl)methyl]-2-butyl-4-chloro-5-hydroxymethylimidazole), N,N-dimethylaminopyridine, C(C)(=O)OC(C)=O (acetic anhydride), Cl (hydrochloric acid). Solvent: O (water), O1CCCC1 (tetrahydrofuran), C(C)N(CC)CC (triethylamine). The product is C(=O)(O)C=1C=C(C=CC1)C1=CC=C(C=C1)CN1C(=NC(=C1COC(C)=O)Cl)CCCC (1-[(3'-carboxybiphenyl-4-yl)methyl]-2-butyl-4-chloro-5-acetoxymethylimidazole). As a reaction SMILES: [C:1]([C:4]1[CH:5]=[C:6]([C:10]2[CH:15]=[CH:14][C:13]([CH2:16][N:17]3[C:21]([CH2:22][OH:23])=[C:20]([Cl:24])[N:19]=[C:18]3[CH2:25][CH2:26][CH2:27][CH3:28])=[CH:12][CH:11]=2)[CH:7]=[CH:8][CH:9]=1)([OH:3])=[O:2].[C:29](OC(=O)C)(=[O:31])[CH3:30].[OH-].[Na+].Cl>O1CCCC1.O.C(N(CC)CC)C>[C:1]([C:4]1[CH:5]=[C:6]([C:10]2[CH:15]=[CH:14][C:13]([CH2:16][N:17]3[C:21]([CH2:22][O:23][C:29](=[O:31])[CH3:30])=[C:20]([Cl:24])[N:19]=[C:18]3[CH2:25][CH2:26][CH2:27][CH3:28])=[CH:12][CH:11]=2)[CH:7]=[CH:8][CH:9]=1)([OH:3])=[O:2] |f:2.3|. Reported procedure: A solution of 0.10 g of 1-[(3'-carboxybiphenyl-4-yl)methyl]-2-butyl-4-chloro-5-hydroxymethylimidazole, 5 mg of N,N-dimethylaminopyridine, 0.10 mL of acetic anhydride, and 0.14 mL of triethylamine in 8 mL of tetrahydrofuran was stirred for 4.5 hours at 25°. The reaction mixture was poured into water, and dilute aqueous sodium hydroxide was added until the pH of the solution remained in the range of pH 8-9. The solution was then acidified to pH 3.5 using 10% aqueous hydrochloric acid and extracted... The reactants are IC1=C(C(=C(C=C1)NC([C@@](C(F)(F)F)(C)O)=O)Cl)Cl ((R)-N-[4-Iodo-2,3-dichlorophenyl]-2-hydroxy-2-methyl-3,3,3-trifluoropropanamide), CCOC(=O)C (EtOAc), O (water), SC1=CC=C(C(=O)O)C=C1 (4-mercaptobenzoic acid), cuprous oxide. Solvent: CN(C)C=O (DMF). Product: C(=O)(O)C1=CC=C(C=C1)SC1=C(C(=C(C=C1)NC([C@@](C(F)(F)F)(C)O)=O)Cl)Cl ((R)-N-[4-(4-Carboxyphenylsulphanyl)-2,3-dichlorophenyl]-2-hydroxy-2-methyl-3,3,3-trifluoropropanamide). Isolated yield 82.3%. RXN SMILES: I[C:2]1[CH:7]=[CH:6][C:5]([NH:8][C:9](=[O:17])[C@:10]([OH:16])([CH3:15])[C:11]([F:14])([F:13])[F:12])=[C:4]([Cl:18])[C:3]=1[Cl:19].[SH:20][C:21]1[CH:29]=[CH:28][C:24]([C:25]([OH:27])=[O:26])=[CH:23][CH:22]=1.CCOC(C)=O.O>CN(C=O)C>[C:25]([C:24]1[CH:28]=[CH:29][C:21]([S:20][C:2]2[CH:7]=[CH:6][C:5]([NH:8][C:9](=[O:17])[C@:10]([OH:16])([CH3:15])[C:11]([F:14])([F:13])[F:12])=[C:4]([Cl:18])[C:3]=2[Cl:19])=[CH:22][CH:23]=1)([OH:27])=[O:26]. Procedure details: (R)-N-[4-Iodo-2,3-dichlorophenyl]-2-hydroxy-2-methyl-3,3,3-trifluoropropanamide (Method 4) (4.58 g, 10.7 mmol) was heated in DMF (30 ml) with stirring under argon for 4 hours with 4-mercaptobenzoic acid (2.31 g, 14.98 mmol) and cuprous oxide (765 mg) and allowed to cool to room temp. EtOAc and water were added, and the reaction mixture was filtered through a bed of diatomaceous earth, and washed with EtOAc/water. The organic layer was separated, washed with water, brine, dried and evaporated dow... The reactants are CO, CSCc1cccc2c(C(c3ccc(F)cc3)c3ccc(Cl)cc3F)c[nH]c12, ClCCl, O=C(OO)c1cccc(Cl)c1. Yields the product CS(=O)Cc1cccc2c(C(c3ccc(F)cc3)c3ccc(Cl)cc3F)c[nH]c12. As a reaction SMILES: [CH3:43][OH:44].[Cl:1][c:2]1[cH:3][c:4]([F:28])[c:5]([CH:8]([c:9]2[cH:10][nH:11][c:12]3[c:13]([CH2:18][S:19][CH3:20])[cH:14][cH:15][cH:16][c:17]23)[c:21]2[cH:22][cH:23][c:24]([F:27])[cH:25][cH:26]2)[cH:6][cH:7]1.[Cl:29][CH2:30][Cl:31].[OH:32][O:33][C:34]([c:35]1[cH:36][c:37]([Cl:38])[cH:39][cH:40][cH:41]1)=[O:42]>>[Cl:1][c:2]1[cH:3][c:4]([F:28])[c:5]([CH:8]([c:9]2[cH:10][nH:11][c:12]3[c:13]([CH2:18][S:19]([CH3:20])=[O:32])[cH:14][cH:15][cH:16][c:17]23)[c:21]2[cH:22][cH:23][c:24]([F:27])[cH:25][cH:26]2)[cH:6][cH:7]1.